Dataset: the Open Reaction Database (ORD), a public repository of structured organic reaction records. Task: describe an organic reaction: reactants, conditions, products, and yield Starting materials: CC(=O)C1=CC(=C(C=C1N)OC)OC (2-Amino-4,5-dimethoxyacetophenone), B(F)(F)F.CCOCC (boron trifluoride etherate), C(=O)N (formamide). Product: CC1=NC=NC2=CC(=C(C=C12)OC)OC (4-methyl-6,7-dimethoxyquinazoline). RXN SMILES: [CH3:1][C:2]([C:4]1[C:9]([NH2:10])=[CH:8][C:7]([O:11][CH3:12])=[C:6]([O:13][CH3:14])[CH:5]=1)=O.B(F)(F)F.CCOCC.[CH:24]([NH2:26])=O>>[CH3:1][C:2]1[C:4]2[C:9](=[CH:8][C:7]([O:11][CH3:12])=[C:6]([O:13][CH3:14])[CH:5]=2)[N:10]=[CH:24][N:26]=1 |f:1.2|. Procedure: 2-Amino-4,5-dimethoxyacetophenone (5.0 g) and boron trifluoride etherate (1.5 mL) were heated in formamide (80 mL) at 140° C. for 18 h. The reaction mixture was cooled to room temperature and extracted three times with benzene. The combined organic layers were dried over anhydrous sodium sulfate and concentrated under vacuum. Flash chromatography on silical gel, eluting with a mixture of 98/2 dichloromethane/methanol gave 4-methyl-6,7-dimethoxyquinazoline (D-1) as a yellow solid, 3.43 g; 1H NMR ... Reactants: NC(C(O)C1=CC=C(C=C1)OC1=CC=CC=C1)CC1=CC=C(C=C1)C(F)(F)F ((1RS,2SR)-2-amino-1-(4-phenoxyphenyl)-3-(4-(trifluoromethyl)phenyl)-1-propanol), C1(=CC=CC=C1)CCC(=O)Cl (3-phenylpropionyl chloride), C(O)([O-])=O.[Na+] (sodium hydrogen carbonate). Run in C(C)(=O)OCC (ethyl acetate), O (water). Reaction conditions: time 8 hour. Yields the product OC(C(CC1=CC=C(C=C1)C(F)(F)F)NC(CCC1=CC=CC=C1)=O)C1=CC=C(C=C1)OC1=CC=CC=C1 (N-((1RS,2SR)-2-hydroxy-2-(4-phenoxyphenyl)-1-((4-(trifluoromethyl)phenyl)methyl)ethyl)-3-phenylpropanamide). The yield is 77.7%. RXN SMILES: [NH2:1][CH:2]([CH2:18][C:19]1[CH:24]=[CH:23][C:22]([C:25]([F:28])([F:27])[F:26])=[CH:21][CH:20]=1)[CH:3]([C:5]1[CH:10]=[CH:9][C:8]([O:11][C:12]2[CH:17]=[CH:16][CH:15]=[CH:14][CH:13]=2)=[CH:7][CH:6]=1)[OH:4].[C:29]1([CH2:35][CH2:36][C:37](Cl)=[O:38])[CH:34]=[CH:33][CH:32]=[CH:31][CH:30]=1.C(=O)([O-])O.[Na+]>C(OCC)(=O)C.O>[OH:4][CH:3]([C:5]1[CH:6]=[CH:7][C:8]([O:11][C:12]2[CH:17]=[CH:16][CH:15]=[CH:14][CH:13]=2)=[CH:9][CH:10]=1)[CH:2]([NH:1][C:37](=[O:38])[CH2:36][CH2:35][C:29]1[CH:34]=[CH:33][CH:32]=[CH:31][CH:30]=1)[CH2:18][C:19]1[CH:20]=[CH:21][C:22]([C:25]([F:26])([F:27])[F:28])=[CH:23][CH:24]=1 |f:2.3|. Procedure: To a solution of (1RS,2SR)-2-amino-1-(4-phenoxyphenyl)-3-(4-(trifluoromethyl)phenyl)-1-propanol (400 mg, 1.03 mmol) in ethyl acetate (20 ml) were added 3-phenylpropionyl chloride (230 ml, 1.55 mmol) and saturated aqueous sodium hydrogen carbonate (20 ml), and the mixture was stirred overnight at room temperature. The reaction solution was diluted with water (100 ml) and extracted with ethyl acetate (100 ml×2). The extract was washed with saturated brine, dried over anhydrous magnesium sulfate an... The reactants are CCOC(C)=O, COCCCCc1c(C(=O)N(CC(C)C)C2CC(C(=O)N3CCCC3)CN(C(=O)OC(C)(C)C)C2)nnn1-c1ccccc1, CCOC(C)=O, Cl. Product: COCCCCc1c(C(=O)N(CC(C)C)C2CNCC(C(=O)N3CCCC3)C2)nnn1-c1ccccc1, Cl. RXN SMILES: [C:45]([O:46][CH2:47][CH3:48])(=[O:49])[CH3:50].[CH3:1][O:2][CH2:3][CH2:4][CH2:5][CH2:6][c:7]1[c:8]([C:18](=[O:19])[N:20]([CH:21]2[CH2:22][N:23]([C:34]([O:35][C:36]([CH3:37])([CH3:38])[CH3:39])=[O:40])[CH2:24][CH:25]([C:27](=[O:28])[N:29]3[CH2:30][CH2:31][CH2:32][CH2:33]3)[CH2:26]2)[CH2:41][CH:42]([CH3:43])[CH3:44])[n:9][n:10][n:11]1-[c:12]1[cH:13][cH:14][cH:15][cH:16][cH:17]1.[CH3:52][CH2:53][O:54][C:55](=[O:56])[CH3:57].[ClH:51]>>[CH3:1][O:2][CH2:3][CH2:4][CH2:5][CH2:6][c:7]1[c:8]([C:18](=[O:19])[N:20]([CH:21]2[CH2:22][NH:23][CH2:24][CH:25]([C:27](=[O:28])[N:29]3[CH2:30][CH2:31][CH2:32][CH2:33]3)[CH2:26]2)[CH2:41][CH:42]([CH3:43])[CH3:44])[n:9][n:10][n:11]1-[c:12]1[cH:13][cH:14][cH:15][cH:16][cH:17]1.[ClH:51]. The reactants are COC(C)(C)C, C1CCOC1, [Cl-], COC(=O)c1ccnc(Cl)c1, Cl, Fc1ccc(C[Zn+])c(F)c1, c1ccc(P(c2ccccc2)(c2ccccc2)[Pd](P(c2ccccc2)(c2ccccc2)c2ccccc2)(P(c2ccccc2)(c2ccccc2)c2ccccc2)P(c2ccccc2)(c2ccccc2)c2ccccc2)cc1. The product is COC(=O)c1ccnc(Cc2ccc(F)cc2F)c1. Reaction SMILES: [C:29]([O:30][CH3:31])([CH3:32])([CH3:33])[CH3:34].[CH2:24]1[O:25][CH2:26][CH2:27][CH2:28]1.[Cl-:12].[Cl:1][c:2]1[cH:3][c:4]([C:5](=[O:6])[O:7][CH3:8])[cH:9][cH:10][n:11]1.[ClH:23].[F:13][c:14]1[c:15]([CH2:16][Zn+:17])[cH:18][cH:19][c:20]([F:22])[cH:21]1.[cH:35]1[cH:36][cH:37][c:38]([P:39]([Pd:40]([P:41]([c:42]2[cH:43][cH:44][cH:45][cH:46][cH:47]2)([c:48]2[cH:49][cH:50][cH:51][cH:52][cH:53]2)[c:54]2[cH:55][cH:56][cH:57][cH:58][cH:59]2)([P:60]([c:61]2[cH:62][cH:63][cH:64][cH:65][cH:66]2)([c:67]2[cH:68][cH:69][cH:70][cH:71][cH:72]2)[c:73]2[cH:74][cH:75][cH:76][cH:77][cH:78]2)[P:79]([c:80]2[cH:81][cH:82][cH:83][cH:84][cH:85]2)([c:86]2[cH:87][cH:88][cH:89][cH:90][cH:91]2)[c:92]2[cH:93][cH:94][cH:95][cH:96][cH:97]2)([c:98]2[cH:99][cH:100][cH:101][cH:102][cH:103]2)[c:104]2[cH:105][cH:106][cH:107][cH:108][cH:109]2)[cH:110][cH:111]1>>[c:2]1([CH2:16][c:15]2[c:14]([F:13])[cH:21][c:20]([F:22])[cH:19][cH:18]2)[cH:3][c:4]([C:5](=[O:6])[O:7][CH3:8])[cH:9][cH:10][n:11]1. Reactants: BrC1=CC2=C(CCCCO2)C=C1 (8-bromo-2,3,4,5-tetrahydro-1-benzoxepine), Mg, O1CCCC1 (tetrahydrofuran), II (iodine). The reagents and catalysts are BrCCBr (1,2-dibromoethane). Run at temperature -10 celsius, time 2 hour. Product: CC(O)C1=CC2=C(CCCCO2)C=C1 (2,3,4,5-tetrahydro-α-methyl-1-benzoxepine-8-methanol). RXN SMILES: Br[C:2]1[CH:12]=[CH:11][C:5]2[CH2:6][CH2:7][CH2:8][CH2:9][O:10][C:4]=2[CH:3]=1.II.[O:15]1CC[CH2:17][CH2:16]1>BrCCBr>[CH3:17][CH:16]([C:2]1[CH:12]=[CH:11][C:5]2[CH2:6][CH2:7][CH2:8][CH2:9][O:10][C:4]=2[CH:3]=1)[OH:15]. Procedure: 7.3 g of 8-bromo-2,3,4,5-tetrahydro-1-benzoxepine in 30 ml of absolute tetrahydrofuran were added under argon to 930 mg of Mg shavings and a granule of iodine. The reaction was initiated by the addition of a few drops of 1,2-dibromoethane and had finished after 2 hours. Thereafter, the reaction mixture was cooled to -10° C. and excess acetaldehyde was distilled into the reaction vessel. After 10 minutes, the mixture was hydrolyzed with saturated sodium bicarbonate (NaHCO3) solution, extracted wi...